From a dataset of the Open Reaction Database (ORD), a public repository of structured organic reaction records. describe an organic reaction: reactants, conditions, products, and yield The reactants are C(N)(=N)C1=CC=C(C=C1)C1=CC=C(C=C1)N1C(N(CC1)CCC(=O)O)=O (1-(4'-amidino-4-biphenylyl)-3-(2-carboxy-ethyl)-imidazolidin-2-one), [Cl-].[Na+] (sodium chloride), CO (methanol). Product: C(N)(=N)C1=CC=C(C=C1)C1=CC=C(C=C1)N1C(N(CCC1)CCC(=O)O)=O (1-(4'-amidino-4-biphenylyl)-3-(2-carboxy-ethyl)-3,4,5,6-tetrahydro-1H-pyrimidin-2-one). Reaction SMILES: [C:1]([C:4]1[CH:9]=[CH:8][C:7]([C:10]2[CH:15]=[CH:14][C:13]([N:16]3[CH2:20][CH2:19][N:18]([CH2:21][CH2:22][C:23]([OH:25])=[O:24])[C:17]3=[O:26])=[CH:12][CH:11]=2)=[CH:6][CH:5]=1)(=[NH:3])[NH2:2].[Cl-].[Na+].[CH3:29]O>>[C:1]([C:4]1[CH:5]=[CH:6][C:7]([C:10]2[CH:11]=[CH:12][C:13]([N:16]3[CH2:29][CH2:20][CH2:19][N:18]([CH2:21][CH2:22][C:23]([OH:25])=[O:24])[C:17]3=[O:26])=[CH:14][CH:15]=2)=[CH:8][CH:9]=1)(=[NH:3])[NH2:2] |f:1.2|. Procedure details: Rf value: 0.54 (Reversed Phase Plate RP8; 1 0% sodium chloride solution/methanol=4:6) Reactants: COC(=O)CP(=O)(OC)OC (trimethyl phosphonoacetate), [H-].[Na+] (sodium hydride), C(C)C1=CC(=C(C(=O)OCC)C(=C1)C(F)(F)F)C=O (ethyl 4-ethyl-2-formyl-6-(trifluoromethyl)benzoate). Run in C1CCOC1 (THF), C1CCOC1 (THF), O (water). Conditions: time 30 minute. The product is C(C)C1=CC(=C(C(=O)OCC)C(=C1)C(F)(F)F)\C=C\C(=O)OC ((E)-Ethyl 4-ethyl-2-(3-methoxy-3-oxoprop-1-enyl)-6-(trifluoromethyl)benzoate). Yield: 96.3%. RXN SMILES: [CH3:1][O:2][C:3]([CH2:5]P(OC)(OC)=O)=[O:4].[H-].[Na+].[CH2:14]([C:16]1[CH:26]=[C:25]([C:27]([F:30])([F:29])[F:28])[C:19]([C:20]([O:22][CH2:23][CH3:24])=[O:21])=[C:18]([CH:31]=O)[CH:17]=1)[CH3:15]>C1COCC1.O>[CH2:14]([C:16]1[CH:26]=[C:25]([C:27]([F:28])([F:29])[F:30])[C:19]([C:20]([O:22][CH2:23][CH3:24])=[O:21])=[C:18](/[CH:31]=[CH:5]/[C:3]([O:2][CH3:1])=[O:4])[CH:17]=1)[CH3:15] |f:1.2|. Procedure details: To a solution of trimethyl phosphonoacetate (1.60 mL, 9.90 mmol) in 100 mL of THF was added sodium hydride (0.24 g of 60% dispersion in mineral oil, 9.90 mmol) portionwise. The mixture was stirred at ambient temperature for 30 min and then ethyl 4-ethyl-2-formyl-6-(trifluoromethyl)benzoate (1.81 g, 6.60 mmol) as a solution in THF. The reaction mixture was allowed to stir at ambient temperature for 30 min and then was diluted with water. The mixture was extracted with ethyl acetate, washed with b... Starting materials: O=[N+]([O-])c1cc(Br)cnc1Cl, CO, [Cl-], ClCCl, [NH4+], [Zn]. The product is Nc1cc(Br)cnc1Cl. Reaction SMILES: [Br:1][c:2]1[cH:3][c:4]([N+:9]([O-:10])=[O:11])[c:5]([Cl:8])[n:6][cH:7]1.[CH3:14][OH:15].[Cl-:12].[Cl:16][CH2:17][Cl:18].[NH4+:13].[Zn:19]>>[Br:1][c:2]1[cH:3][c:4]([NH2:9])[c:5]([Cl:8])[n:6][cH:7]1.